Dataset: the Open Reaction Database (ORD), a public repository of structured organic reaction records. Task: describe an organic reaction: reactants, conditions, products, and yield The reactants are O=C1c2ccccc2C(=O)N1CCCc1[nH]cc(-c2ccc(Cl)cc2Cl)c1[N+](=O)[O-], Cl, [Na+], C1COCCO1, [OH-]. Product: Nc1c(-c2ccc(Cl)cc2Cl)c[nH]c1CCCN1C(=O)c2ccccc2C1=O. RXN SMILES: [Cl:1][c:2]1[c:3](-[c:9]2[c:10]([N+:28]([O-:29])=[O:30])[c:11]([CH2:14][CH2:15][CH2:16][N:17]3[C:18](=[O:27])[c:19]4[c:20]([cH:23][cH:24][cH:25][cH:26]4)[C:21]3=[O:22])[nH:12][cH:13]2)[cH:4][cH:5][c:6]([Cl:8])[cH:7]1.[ClH:31].[Na+:33].[O:34]1[CH2:35][CH2:36][O:37][CH2:38][CH2:39]1.[OH-:32]>>[Cl:1][c:2]1[c:3](-[c:9]2[c:10]([NH2:28])[c:11]([CH2:14][CH2:15][CH2:16][N:17]3[C:18](=[O:27])[c:19]4[c:20]([cH:23][cH:24][cH:25][cH:26]4)[C:21]3=[O:22])[nH:12][cH:13]2)[cH:4][cH:5][c:6]([Cl:8])[cH:7]1. Reactants: C(CCCCCCC)C1C(O1)CCCCCCCC(=O)OC (methyl 8-(3-octyloxiran-2-yl)octanoate), 15, CO (methanol). The product is OC(C(CCCCCCCC(=O)OC)OC)CCCCCCCC (methyl 10-hydroxy-9-methoxyoctadecanoate). As a reaction SMILES: [CH2:1]([CH:9]1[O:11][CH:10]1[CH2:12][CH2:13][CH2:14][CH2:15][CH2:16][CH2:17][CH2:18][C:19]([O:21][CH3:22])=[O:20])[CH2:2][CH2:3][CH2:4][CH2:5][CH2:6][CH2:7][CH3:8].[CH3:23][OH:24]>>[OH:11][CH:9]([CH2:1][CH2:2][CH2:3][CH2:4][CH2:5][CH2:6][CH2:7][CH3:8])[CH:10]([O:24][CH3:23])[CH2:12][CH2:13][CH2:14][CH2:15][CH2:16][CH2:17][CH2:18][C:19]([O:21][CH3:22])=[O:20]. Procedure details: The methyl 8-(3-octyloxiran-2-yl)octanoate (2) (4.8 g; 0.015 mol), Amberlyst 15 (0.05 g) and methanol in excess (100 mL) were placed under reflux for 12 hours. The reaction mixture was filtered and the methanol removed using a rotary evaporator. The reaction mixture was dissolved in dichloromethane (100 mL) and washed with water (3×50 mL). The dichloromethane solution was separated and evaporated to obtain the intermediate compound 3. Reactants: C1(CC1)C(C(C(=O)OC(C)(C)C)C(C1=C(C=C(C=C1)SC)OC)=O)=O (t-butyl 3-cyclopropyl-2-(2-methoxy-4-methylsulphenylbenzoyl)-3-oxopropionate), C1(=CC=C(C=C1)S(=O)(=O)O)C (4-toluenesulphonic acid). Solvent: C1(=CC=CC=C1)C (toluene). Yields the product C1(CC1)C(CC(=O)C1=C(C=C(C=C1)SC)OC)=O (3-cyclopropyl-1-(2-methoxy-4-methylsulphenylphenyl)-propan-1,3-dione). Yield: 101.3%. RXN SMILES: [CH:1]1([C:4](=[O:25])[CH:5]([C:13](=[O:24])[C:14]2[CH:19]=[CH:18][C:17]([S:20][CH3:21])=[CH:16][C:15]=2[O:22][CH3:23])C(OC(C)(C)C)=O)[CH2:3][CH2:2]1.C1(C)C=CC(S(O)(=O)=O)=CC=1>C1(C)C=CC=CC=1>[CH:1]1([C:4](=[O:25])[CH2:5][C:13]([C:14]2[CH:19]=[CH:18][C:17]([S:20][CH3:21])=[CH:16][C:15]=2[O:22][CH3:23])=[O:24])[CH2:3][CH2:2]1. Procedure details: A solution of t-butyl 3-cyclopropyl-2-(2-methoxy-4-methylsulphenylbenzoyl)-3-oxopropionate (35.1 g) and 4-toluenesulphonic acid (1.2 g) in toluene was stirred and heated at reflux for 8 hours. After cooling, it was washed with water, dried (anhydrous magnesium sulphate) and filtered. The filtrate was evaporated to dryness to give 3-cyclopropyl-1-(2-methoxy-4-methylsulphenylphenyl)-propan-1,3-dione (25.8 g) as a red solid, NMR (CDCl3); 0.7-1.2 (m,4H), 1.4-2.0 (m,1H), 2.4(s,3H), 3.75 (s,3H), 6.4(s... Starting materials: NC1=C(C(=O)O)C=CC=C1O (2-amino-3-hydroxybenzoic acid), C1=CN(C=N1)C(=O)N2C=CN=C2 (CDI). Solvent: C1CCOC1 (THF). Conditions: temperature 80 celsius. Product: O=C1OC=2C(N1)=C(C=CC2)C(=O)O (2,3-dihydro-2-oxobenzo[d]oxazole-4-carboxylic acid). The yield is 37.2%. Reaction SMILES: [NH2:1][C:2]1[C:10]([OH:11])=[CH:9][CH:8]=[CH:7][C:3]=1[C:4]([OH:6])=[O:5].C1N=CN([C:17](N2C=NC=C2)=[O:18])C=1>C1COCC1>[O:18]=[C:17]1[NH:1][C:2]2=[C:3]([C:4]([OH:6])=[O:5])[CH:7]=[CH:8][CH:9]=[C:10]2[O:11]1. Procedure: 2-amino-3-hydroxybenzoic acid (1.2 g, 7.8 mmol) was suspended in 20 ml of THF and at 0° C. CDI (1.9 g, 1.5 equiv.) was added. The mixture was warmed at 80° C. for 5 hours. The solvent was evaporated and the crude was dissolved in AcOEt (30 ml) and washed with water (1×20 ml) and brine. The organic phase was dried over sodium sulfate and concentrated under vacuum. The purification of the crude residue by crystallization from EtOAc/ether gave 520 mg of an orange solid. Yield=37% 1HNMR (DMSO, 200 M...